Dataset: the Open Reaction Database (ORD), a public repository of structured organic reaction records. Task: describe an organic reaction: reactants, conditions, products, and yield Reactants: CC(=O)O[BH-](OC(C)=O)OC(C)=O, CC(=O)O, ClCCl, [Na+], CC(C)(C)OC(=O)N(Cc1ccc2c(c1)OCCO2)C1CCNCC1, O=CCn1c(=O)ccc2ncccc21, O. Product: CC(C)(C)OC(=O)N(Cc1ccc2c(c1)OCCO2)C1CCN(CCn2c(=O)ccc3ncccc32)CC1. RXN SMILES: [C:44]([O:45][BH-:46]([O:47][C:48](=[O:49])[CH3:50])[O:51][C:52](=[O:53])[CH3:54])(=[O:55])[CH3:56].[CH3:40][C:41](=[O:42])[OH:43].[Cl:58][CH2:59][Cl:60].[Na+:57].[O:15]1[CH2:16][CH2:17][O:18][c:19]2[c:20]1[cH:21][cH:22][c:23]([CH2:25][N:26]([C:27]([O:28][C:29]([CH3:30])([CH3:31])[CH3:32])=[O:33])[CH:34]1[CH2:35][CH2:36][NH:37][CH2:38][CH2:39]1)[cH:24]2.[O:1]=[c:2]1[n:3]([CH2:12][CH:13]=[O:14])[c:4]2[cH:5][cH:6][cH:7][n:8][c:9]2[cH:10][cH:11]1.[OH2:61]>>[O:1]=[c:2]1[n:3]([CH2:12][CH2:13][N:37]2[CH2:36][CH2:35][CH:34]([N:26]([CH2:25][c:23]3[cH:22][cH:21][c:20]4[c:19]([cH:24]3)[O:18][CH2:17][CH2:16][O:15]4)[C:27]([O:28][C:29]([CH3:30])([CH3:31])[CH3:32])=[O:33])[CH2:39][CH2:38]2)[c:4]2[cH:5][cH:6][cH:7][n:8][c:9]2[cH:10][cH:11]1. Reactants: CCOC(=O)CCc1cn(Cc2ccc(O)cc2)nc1OCC, CN(C)C=O, CCOc1cccc2nc(CCl)cn12, [H-], [Na+], O. The product is CCOC(=O)CCc1cn(Cc2ccc(OCc3cn4c(OCC)cccc4n3)cc2)nc1OCC. Reaction SMILES: [CH2:3]([CH3:4])[O:5][c:6]1[n:7][n:8]([CH2:18][c:19]2[cH:20][cH:21][c:22]([OH:25])[cH:23][cH:24]2)[cH:9][c:10]1[CH2:11][CH2:12][C:13](=[O:14])[O:15][CH2:16][CH3:17].[CH3:41][N:42]([CH3:43])[CH:44]=[O:45].[Cl:26][CH2:27][c:28]1[n:29][c:30]2[n:31]([c:32]([O:36][CH2:37][CH3:38])[cH:33][cH:34][cH:35]2)[cH:39]1.[H-:1].[Na+:2].[OH2:40]>>[CH2:3]([CH3:4])[O:5][c:6]1[n:7][n:8]([CH2:18][c:19]2[cH:20][cH:21][c:22]([O:25][CH2:27][c:28]3[n:29][c:30]4[n:31]([c:32]([O:36][CH2:37][CH3:38])[cH:33][cH:34][cH:35]4)[cH:39]3)[cH:23][cH:24]2)[cH:9][c:10]1[CH2:11][CH2:12][C:13](=[O:14])[O:15][CH2:16][CH3:17]. The reactants are C=1C=CN(C1)C. Reagents/catalysts: O1BOC(C)(C)C1(C)C, CC[NH+](CC)c1ccccc1[B-](F)(F)F. Reaction conditions: temperature 80 celsius, time 2 hour. Yields the product O1B(OC(C)(C)C1(C)C)C2=CC=CN2C, O1B(OC(C)(C)C1(C)C)C=2C=CN(C2)C. The yield is 2.0%. Starting materials: FC(C=1C=C(CN(C=2N=NN(N2)C)CC2=C(C=O)C=CC(=C2)C(F)(F)F)C=C(C1)C(F)(F)F)(F)F (2-{[(3,5-bis-trifluoromethyl-benzyl)(2-methyl-2H-tetrazol-5-yl)amino]-methyl}-4-trifluoromethyl-benzaldehyde), C1(CCC1)[Mg]Br (cyclobutylmagnesium bromide), Cl (hydrochloric acid). Run in O1CCCC1 (tetrahydrofuran). Conditions: temperature -10 celsius, time 1.5 hour. The product is FC(C=1C=C(CN(C=2N=NN(N2)C)CC2=C(C=CC(=C2)C(F)(F)F)C(O)C2CCC2)C=C(C1)C(F)(F)F)(F)F (2-{[(3,5-Bis-trifluoromethyl-benzyl)-(2-methyl-2H-tetrazol-5-yl)-amino]-methyl}-4-trifluoromethyl-phenyl-cyclobutyl-methanol). The yield is 25.0%. As a reaction SMILES: [F:1][C:2]([F:35])([F:34])[C:3]1[CH:4]=[C:5]([CH:27]=[C:28]([C:30]([F:33])([F:32])[F:31])[CH:29]=1)[CH2:6][N:7]([CH2:14][C:15]1[CH:22]=[C:21]([C:23]([F:26])([F:25])[F:24])[CH:20]=[CH:19][C:16]=1[CH:17]=[O:18])[C:8]1[N:9]=[N:10][N:11]([CH3:13])[N:12]=1.[CH:36]1([Mg]Br)[CH2:39][CH2:38][CH2:37]1.Cl>O1CCCC1>[F:33][C:30]([F:31])([F:32])[C:28]1[CH:27]=[C:5]([CH:4]=[C:3]([C:2]([F:1])([F:34])[F:35])[CH:29]=1)[CH2:6][N:7]([CH2:14][C:15]1[CH:22]=[C:21]([C:23]([F:26])([F:25])[F:24])[CH:20]=[CH:19][C:16]=1[CH:17]([CH:36]1[CH2:39][CH2:38][CH2:37]1)[OH:18])[C:8]1[N:9]=[N:10][N:11]([CH3:13])[N:12]=1. Procedure details: To a solution of 2-{[(3,5-bis-trifluoromethyl-benzyl)(2-methyl-2H-tetrazol-5-yl)amino]-methyl}-4-trifluoromethyl-benzaldehyde (1.5 g; 2.9 mmol) in tetrahydrofuran (14 mL) at −10° C. was added dropwise cyclobutylmagnesium bromide (9 mL; 5.4 mmol; 0.6M solution in tetrahydrofuran). The reaction was stirred at −10° C. for 1.5 hours. To quench the reaction, at 0° C. was added aqueous 2N hydrochloric acid. Reaction extracted with ethyl acetate. The organic was washed with aqueous 2N hydrochloric acid... Yields the product CC1(C)CC(=CC(N)=O)c2cc(F)ccc21. Starting materials: ClCCl, CC1(C)CC(=CC(=O)Cl)c2cc(F)ccc21, [NH4+], [OH-]. Reaction SMILES: [Cl:19][CH2:20][Cl:21].[F:3][c:4]1[cH:5][cH:6][c:7]2[c:11]([cH:12]1)[C:10](=[CH:13][C:14](=[O:15])[Cl:16])[CH2:9][C:8]2([CH3:17])[CH3:18].[NH4+:1].[OH-:2]>>[NH2:1][C:14]([CH:13]=[C:10]1[CH2:9][C:8]([CH3:17])([CH3:18])[c:7]2[cH:6][cH:5][c:4]([F:3])[cH:12][c:11]21)=[O:15]. The product is CC(C)(C)OC(=O)NC(Cc1ccccc1)C(CC(Cc1ccc(-c2ccccn2)cc1)C(=O)O)O[Si](C)(C)C(C)(C)C. Reaction SMILES: [C:1]([CH3:2])([CH3:3])([CH3:4])[O:5][C:6]([NH:7][CH:8]([CH2:9][c:10]1[cH:11][cH:12][cH:13][cH:14][cH:15]1)[CH:16]1[O:17][C:18](=[O:34])[CH:19]([CH2:21][c:22]2[cH:23][cH:24][c:25](-[c:28]3[n:29][cH:30][cH:31][cH:32][cH:33]3)[cH:26][cH:27]2)[CH2:20]1)=[O:35].[C:43]([CH3:44])([CH3:45])([CH3:46])[Si:47]([CH3:48])([CH3:49])[Cl:50].[CH3:57][N:58]([CH3:59])[CH:60]=[O:61].[Na+:37].[O:51]1[CH2:52][CH2:53][O:54][CH2:55][CH2:56]1.[OH-:36].[nH:38]1[cH:39][cH:40][n:41][cH:42]1>>[C:1]([CH3:2])([CH3:3])([CH3:4])[O:5][C:6]([NH:7][CH:8]([CH2:9][c:10]1[cH:11][cH:12][cH:13][cH:14][cH:15]1)[CH:16]([O:17][Si:47]([C:43]([CH3:44])([CH3:45])[CH3:46])([CH3:48])[CH3:49])[CH2:20][CH:19]([C:18]([OH:34])=[O:36])[CH2:21][c:22]1[cH:23][cH:24][c:25](-[c:28]2[n:29][cH:30][cH:31][cH:32][cH:33]2)[cH:26][cH:27]1)=[O:35]. The reactants are CC(C)(C)OC(=O)NC(Cc1ccccc1)C1CC(Cc2ccc(-c3ccccn3)cc2)C(=O)O1, CC(C)(C)[Si](C)(C)Cl, CN(C)C=O, [Na+], C1COCCO1, [OH-], c1c[nH]cn1.